This data is from the Open Reaction Database (ORD), a public repository of structured organic reaction records. The task is: describe an organic reaction: reactants, conditions, products, and yield Reactants: BrC1=C(C=C(C=C1)F)C (2-bromo-5-fluorotoluene), ClC1=CC(=C(C=O)C=C1)F (4-chloro-2-fluorobenzaldehyde), ClC1=CC=C(C=C1)C(O)C1=CC=C(C=C1)OC ((4-Chlorophenyl)(4-methoxyphenyl)methanol), crude product. Product: ClC1=CC(=C(C=C1)C(O)C1=C(C=C(C=C1)F)C)F ((4-Chloro-2-fluorophenyl)(4-fluoro-2-methylphenyl)methanol). Reaction SMILES: Br[C:2]1[CH:7]=[CH:6][C:5]([F:8])=[CH:4][C:3]=1[CH3:9].[Cl:10][C:11]1[CH:18]=[CH:17][C:14]([CH:15]=[O:16])=[C:13]([F:19])[CH:12]=1.ClC1C=CC(C(C2C=CC(OC)=CC=2)O)=CC=1>>[Cl:10][C:11]1[CH:18]=[CH:17][C:14]([CH:15]([C:2]2[CH:7]=[CH:6][C:5]([F:8])=[CH:4][C:3]=2[CH3:9])[OH:16])=[C:13]([F:19])[CH:12]=1. Reported procedure: The title compound was prepared starting from 5.00 g (26.45 mmol) of 2-bromo-5-fluorotoluene and 5.03 g (31.74 mmol) of 4-chloro-2-fluorobenzaldehyde in analogy to the synthesis of the compound from Example 175A. A difference was that the crude product was purified twice by preparative HPLC. 4.84 g (65% of theory) of the title compound were obtained.